The task is: describe an organic reaction: reactants, conditions, products, and yield. This data is from the Open Reaction Database (ORD), a public repository of structured organic reaction records. Reactants: IC1=CC=C(OC=2C=C(C#N)C=C(C2)SC=2N(C=CN2)C)C=C1 (3-(4-iodo-phenoxy)-5-(1-methyl-1H-imidazol-2-ylsulfanyl)-benzonitrile), C(C)O (ethanol), [OH-].[Na+] (NaOH), O (water), O (water). Yields the product IC1=CC=C(OC=2C=C(C(=O)O)C=C(C2)SC=2N(C=CN2)C)C=C1 (3-(4-Iodo-phenoxy)-5-(1-methyl-1H-imidazol-2-ylsulfanyl)-benzoic acid). The yield is 90.0%. RXN SMILES: [I:1][C:2]1[CH:23]=[CH:22][C:5]([O:6][C:7]2[CH:8]=[C:9]([CH:12]=[C:13]([S:15][C:16]3[N:17]([CH3:21])[CH:18]=[CH:19][N:20]=3)[CH:14]=2)[C:10]#N)=[CH:4][CH:3]=1.C(O)C.[OH-:27].[Na+].[OH2:29]>>[I:1][C:2]1[CH:23]=[CH:22][C:5]([O:6][C:7]2[CH:8]=[C:9]([CH:12]=[C:13]([S:15][C:16]3[N:17]([CH3:21])[CH:18]=[CH:19][N:20]=3)[CH:14]=2)[C:10]([OH:29])=[O:27])=[CH:4][CH:3]=1 |f:2.3|. Reported procedure: A mixture of 3-(4-iodo-phenoxy)-5-(1-methyl-1H-imidazol-2-ylsulfanyl)-benzonitrile (1.60 g, 3.69 mmol), 12 mL, of ethanol, 1.2 mL of water and 1 mL of 50% w/w NaOH in water (18.45 mmol) was microwave heated at 130° C. for 5 min and then cooled to rt. The mixture was concentrated by evaporation and diluted with 20 mL of water, then with stirring, 20 mL of 1 M aqueous NaHSO4 was added. The resulting solid was collected by filtration and dried at 0.1 mm/23° C. for 16 h to provide 1.5 g (90%) of the... Run in CO (methanol). Conditions: time 8 hour. As a reaction SMILES: [CH2:1]1[O:12][CH:2]1[CH2:3][CH2:4][CH2:5][CH2:6][CH2:7][CH2:8][CH2:9][CH2:10][CH3:11].[NH2:13][CH2:14][CH2:15][CH2:16][CH2:17][CH2:18][CH2:19][NH2:20]>CO>[CH2:19]([NH:20][CH2:1][CH:2]([OH:12])[CH2:3][CH2:4][CH2:5][CH2:6][CH2:7][CH2:8][CH2:9][CH2:10][CH3:11])[CH2:18][CH2:17][CH2:16][CH2:15][CH2:14][NH:13][CH2:1][CH:2]([OH:12])[CH2:3][CH2:4][CH2:5][CH2:6][CH2:7][CH2:8][CH2:9][CH2:10][CH3:11]. Reported procedure: A solution of 1-undecene oxide (88.8 g.), hexamethylenediamine (1,6-hexanediamine, 30.3 g.) and methanol (400 ml.) was allowed to stand at 0° C. overnight, then at room temperature over the weekend. The solid was collected and recrystallized from ethanol, affording N,N'-(1,6-hexylene)-bis[2-hydroxyundecylamine] (I: R = CH3 (CH2)8, R' = H, X = (CH2)6 ; Z = H)(m.p. 122.6°-129.0° C.). The reactants are C1C(CCCCCCCCC)O1 (1-undecene oxide), NCCCCCCN (hexamethylenediamine). The product is C(CCCCCNCC(CCCCCCCCC)O)NCC(CCCCCCCCC)O (N,N'-(1,6-hexylene)-bis[2-hydroxyundecylamine]).